From a dataset of the Open Reaction Database (ORD), a public repository of structured organic reaction records. describe an organic reaction: reactants, conditions, products, and yield Reactants: Brc1nccs1, O=C([O-])[O-], [K+], [K+], Nc1ccc(Nc2ccccc2[N+](=O)[O-])cc1, O. The product is O=[N+]([O-])c1ccccc1Nc1ccc(Nc2nccs2)cc1. As a reaction SMILES: [Br:18][c:19]1[s:20][cH:21][cH:22][n:23]1.[C:24](=[O:25])([O-:26])[O-:27].[K+:28].[K+:29].[N+:1](=[O:2])([O-:3])[c:4]1[c:5]([NH:6][c:7]2[cH:8][cH:9][c:10]([NH2:13])[cH:11][cH:12]2)[cH:14][cH:15][cH:16][cH:17]1.[OH2:30]>>[N+:1](=[O:2])([O-:3])[c:4]1[c:5]([NH:6][c:7]2[cH:8][cH:9][c:10]([NH:13][c:19]3[s:20][cH:21][cH:22][n:23]3)[cH:11][cH:12]2)[cH:14][cH:15][cH:16][cH:17]1. Reactants: BrC1=CC2=C(NC(=N2)COC2=CC=C(C=C2)C(F)(F)F)C=C1 (5-bromo-2-(4-trifluoromethyl-phenoxymethyl)-1H-benzoimidazole), COC(=O)C1=C(C=CC=C1)B(O)O ((2-methoxycarbonylphenyl)boronic acid), C([O-])([O-])=O.[Na+].[Na+] (sodium carbonate), 1,1′-[bis(di-tert-butylphosphino)ferrocene] palladium dichloride. The solvent is COCCOC (DME), O (H2O). Reaction conditions: temperature 80 celsius. The product is COC(C1=C(C=CC=C1)C1=CC2=C(NC(=N2)COC2=CC=C(C=C2)C(F)(F)F)C=C1)=O (2-[2-(4-trifluoromethyl-phenoxymethyl)-1H-benzoimidazol-5-yl]-benzoic acid methyl ester). Isolated yield 85.8%. Reaction SMILES: Br[C:2]1[CH:22]=[CH:21][C:5]2[NH:6][C:7]([CH2:9][O:10][C:11]3[CH:16]=[CH:15][C:14]([C:17]([F:20])([F:19])[F:18])=[CH:13][CH:12]=3)=[N:8][C:4]=2[CH:3]=1.[CH3:23][O:24][C:25]([C:27]1[CH:32]=[CH:31][CH:30]=[CH:29][C:28]=1B(O)O)=[O:26].C(=O)([O-])[O-].[Na+].[Na+]>COCCOC.O>[CH3:23][O:24][C:25](=[O:26])[C:27]1[CH:32]=[CH:31][CH:30]=[CH:29][C:28]=1[C:2]1[CH:22]=[CH:21][C:5]2[NH:6][C:7]([CH2:9][O:10][C:11]3[CH:16]=[CH:15][C:14]([C:17]([F:20])([F:19])[F:18])=[CH:13][CH:12]=3)=[N:8][C:4]=2[CH:3]=1 |f:2.3.4|. Procedure details: A mixture of 5-bromo-2-(4-trifluoromethyl-phenoxymethyl)-1H-benzoimidazole (0.500 g, 1.35 mmol), (2-methoxycarbonylphenyl)boronic acid (0.290 g, 1.62 mmol), sodium carbonate (0.857 g, 8.10 mmol), and 1,1′-[bis(di-tert-butylphosphino)ferrocene]-palladium dichloride (0.088 g, 0.135 mmol) in DME (10 mL) and H2O (2.5 mL) was heated at 80° C. for 12 hours. The reaction mixture was concentrated under reduced pressure, and the residue was purified by chromatography (silica, hexanes: EtOAc, 1:1) to affo... The reactants are [O-][Mn](=O)(=O)=O.[K+] (KMnO4), C(=O)(O)[O-].[Na+] (NaHCO3), COC1=NC(=NC(=C1)OC)C(C=1C(=NC=CC1)C(=O)[O-])O.[Li+] (lithium 3-[(4,6-dimethoxy-2-pyrimidinyl)hydroxymethyl]-2-pyridine carboxylate). Solvent: O (water). Yields the product COC1=NC(=NC(=C1)OC)C(=O)C=1C(=NC=CC1)C(=O)O (3-[(4,6-dimethoxy-2-pyrimidinyl)carbonyl]-2-pyridinecarboxylic acid). As a reaction SMILES: [O-][Mn](=O)(=O)=O.[K+].C([O-])(O)=O.[Na+].[CH3:12][O:13][C:14]1[CH:19]=[C:18]([O:20][CH3:21])[N:17]=[C:16]([CH:22]([OH:32])[C:23]2[C:24]([C:29]([O-:31])=[O:30])=[N:25][CH:26]=[CH:27][CH:28]=2)[N:15]=1.[Li+]>O>[CH3:21][O:20][C:18]1[CH:19]=[C:14]([O:13][CH3:12])[N:15]=[C:16]([C:22]([C:23]2[C:24]([C:29]([OH:31])=[O:30])=[N:25][CH:26]=[CH:27][CH:28]=2)=[O:32])[N:17]=1 |f:0.1,2.3,4.5|. Procedure details: 30.3 g of KMnO4 and 32.3 g of NaHCO3 are suspended in 700 ml of water and 57 g of lithium 3-[(4,6-dimethoxy-2-pyrimidinyl)hydroxymethyl]-2-pyridine carboxylate is added with stirring. The reaction mixture is refluxed for 4 hrs and suction filtered hot. The filtrate is cooled over ice water and audified with conc. HCl (60 ml). The precipitated solid is filtered and dried in vacuo at 50° to give the title compound m.p. 159°-161° C. Reactants: COC1=CC=C(OC=2C=C3C=NN(C3=CC2)C=2C=NC=CC2)C=C1 (5-(4-Methoxy-phenoxy)-1-pyridin-3-yl-1H-indazole), N[C@@H](CCSC)C(=O)O (methionine), [OH-].[Na+] (sodium hydroxide), C([O-])(O)=O.[Na+] (sodium bicarbonate). Run in CS(=O)(=O)O (methanesulfonic acid), O (water). Run at time 24 hour. Yields the product N1=CC(=CC=C1)N1N=CC2=CC(=CC=C12)OC1=CC=C(C=C1)O (4-(1-Pyridin-3-yl-1H-indazol-5-yloxy)-phenol). The yield is 95.1%. As a reaction SMILES: C[O:2][C:3]1[CH:24]=[CH:23][C:6]([O:7][C:8]2[CH:9]=[C:10]3[C:14](=[CH:15][CH:16]=2)[N:13]([C:17]2[CH:18]=[N:19][CH:20]=[CH:21][CH:22]=2)[N:12]=[CH:11]3)=[CH:5][CH:4]=1.N[C@H](C(O)=O)CCSC.[OH-].[Na+].C(=O)(O)[O-].[Na+]>CS(O)(=O)=O.O>[N:19]1[CH:20]=[CH:21][CH:22]=[C:17]([N:13]2[C:14]3[C:10](=[CH:9][C:8]([O:7][C:6]4[CH:23]=[CH:24][C:3]([OH:2])=[CH:4][CH:5]=4)=[CH:16][CH:15]=3)[CH:11]=[N:12]2)[CH:18]=1 |f:2.3,4.5|. Reported procedure: A solution of 5-(4-Methoxy-phenoxy)-1-pyridin-3-yl-1H-indazole (0.11 grams, mmol) in 2 mL of methanesulfonic acid was treated with 0.2 grams of methionine. After stirring for 24 hours at room temperature, the mixture was treated with 1.2 grams of sodium hydroxide in 50 mL of water with cooling in an ice bath, neutralized with aqueous sodium bicarbonate, extracted 3 times with ethyl acetate, and the combined organic layers were dried over sodium sulfate, filtered and concentrated in vacuo, afford... Starting materials: COC(=O)C1=CC2=C(N(C(=N2)NC=2SC3=C(N2)C=CC(=C3)Cl)C)C=C1 (2-(6-chloro-benzothiazol-2-ylamino)-1-methyl-1H-benzoimidazole-5-carboxylic acid methyl ester), [OH-].[Li+] (lithium hydroxide). Yields the product ClC1=CC2=C(N=C(S2)NC2=NC3=C(N2C)C=CC(=C3)C(=O)O)C=C1 (2-(6-Chloro-benzothiazol-2-ylamino)-1-methyl-1H-benzoimidazole-5-carboxylic acid). Yield: 30.9%. Reaction SMILES: C[O:2][C:3]([C:5]1[CH:25]=[CH:24][C:8]2[N:9]([CH3:23])[C:10]([NH:12][C:13]3[S:14][C:15]4[CH:21]=[C:20]([Cl:22])[CH:19]=[CH:18][C:16]=4[N:17]=3)=[N:11][C:7]=2[CH:6]=1)=[O:4].[OH-].[Li+]>>[Cl:22][C:20]1[CH:19]=[CH:18][C:16]2[N:17]=[C:13]([NH:12][C:10]3[N:9]([CH3:23])[C:8]4[CH:24]=[CH:25][C:5]([C:3]([OH:4])=[O:2])=[CH:6][C:7]=4[N:11]=3)[S:14][C:15]=2[CH:21]=1 |f:1.2|. Reported procedure: 2-(6-Chloro-benzothiazol-2-ylamino)-1-methyl-1H-benzoimidazole-5-carboxylic acid (250 mg) was prepared by following General Procedure E starting from 2-(6-chloro-benzothiazol-2-ylamino)-1-methyl-1H-benzoimidazole-5-carboxylic acid methyl ester (842 mg) and lithium hydroxide (379 mg). LC/MS: m/z 359.9. 1H NMR (DMSO-d6, 400 MHz): δ 8.12 (s, 1H), 7.92 (d, 1H), 7.83 (d, 1H), 7.55 (s, 1H), 7.48 (d, 1H), 7.38 (dd, 1H), 3.65 (s, 3H), —COOH and —NH proton signal was not observed.